This data is from the Open Reaction Database (ORD), a public repository of structured organic reaction records. The task is: describe an organic reaction: reactants, conditions, products, and yield Reactants: C, CC(C)=O, CCO, O=C(O)c1ccc([N+](=O)[O-])cc1Cl, [H][H], [Pd]. Product: Nc1ccc(C(=O)O)c(Cl)c1. RXN SMILES: [C:23].[CH3:16][C:17](=[O:18])[CH3:19].[CH3:20][CH2:21][OH:22].[Cl:1][c:2]1[c:3]([C:4](=[O:5])[OH:6])[cH:7][cH:8][c:9]([N+:11]([O-:12])=[O:13])[cH:10]1.[H:14][H:15].[Pd:24]>>[Cl:1][c:2]1[c:3]([C:4](=[O:5])[OH:6])[cH:7][cH:8][c:9]([NH2:11])[cH:10]1.